Dataset: the Open Reaction Database (ORD), a public repository of structured organic reaction records. Task: describe an organic reaction: reactants, conditions, products, and yield Reactants: CC(Oc1cccc2nc[nH]c(=O)c12)C(=O)N(C)C, COc1cccc(Cn2ncc3cc(N)ccc32)c1. Product: COc1cccc(Cn2ncc3cc(Nc4ncnc5cccc(OC(C)C(=O)N(C)C)c45)ccc32)c1. Reaction SMILES: [CH3:1][N:2]([C:3]([CH:4]([CH3:5])[O:6][c:7]1[c:8]2[c:9](=[O:17])[nH:10][cH:11][n:12][c:13]2[cH:14][cH:15][cH:16]1)=[O:18])[CH3:19].[CH3:20][O:21][c:22]1[cH:23][c:24]([CH2:25][n:26]2[n:27][cH:28][c:29]3[cH:30][c:31]([NH2:35])[cH:32][cH:33][c:34]23)[cH:36][cH:37][cH:38]1>>[CH3:1][N:2]([C:3]([CH:4]([CH3:5])[O:6][c:7]1[c:8]2[c:9]([NH:35][c:31]3[cH:30][c:29]4[cH:28][n:27][n:26]([CH2:25][c:24]5[cH:23][c:22]([O:21][CH3:20])[cH:38][cH:37][cH:36]5)[c:34]4[cH:33][cH:32]3)[n:10][cH:11][n:12][c:13]2[cH:14][cH:15][cH:16]1)=[O:18])[CH3:19]. Reactants: Cc1cc(COc2ccc(S(=O)(=O)NC3CCNCC3(C)C(=O)NOC(C)(C)C)cc2)c2ccccc2n1, O=C([O-])[O-], C#CCCl, CCO, [I-], [K+], [K+], [Na+]. Product: C#CCN1CCC(NS(=O)(=O)c2ccc(OCc3cc(C)nc4ccccc34)cc2)C(C)(C(=O)NOC(C)(C)C)C1. RXN SMILES: [C:1]([CH3:2])([CH3:3])([CH3:4])[O:5][NH:6][C:7](=[O:8])[C:9]1([CH3:38])[CH2:10][NH:11][CH2:12][CH2:13][CH:14]1[NH:15][S:16](=[O:17])(=[O:18])[c:19]1[cH:20][cH:21][c:22]([O:25][CH2:26][c:27]2[cH:28][c:29]([CH3:37])[n:30][c:31]3[cH:32][cH:33][cH:34][cH:35][c:36]23)[cH:23][cH:24]1.[C:41](=[O:42])([O-:43])[O-:44].[CH2:47]([C:48]#[CH:49])[Cl:50].[CH3:51][CH2:52][OH:53].[I-:40].[K+:45].[K+:46].[Na+:39]>>[C:1]([CH3:2])([CH3:3])([CH3:4])[O:5][NH:6][C:7](=[O:8])[C:9]1([CH3:38])[CH2:10][N:11]([CH2:49][C:48]#[CH:47])[CH2:12][CH2:13][CH:14]1[NH:15][S:16](=[O:17])(=[O:18])[c:19]1[cH:20][cH:21][c:22]([O:25][CH2:26][c:27]2[cH:28][c:29]([CH3:37])[n:30][c:31]3[cH:32][cH:33][cH:34][cH:35][c:36]23)[cH:23][cH:24]1. Reactants: ClC=1C=C(C=C(C1C[C@H]1C(N(CC1)N1CCCCC1)=O)Cl)C1=CC=C(C=C1)C(=O)O ((R)-3′,5′-dichloro-4′-(2-oxo-1-piperidin-1-yl-pyrrolidin-3-ylmethyl)-biphenyl-4-carboxylic acid), C(=O)(N1C=NC=C1)N1C=NC=C1 (1,1′-carbonyldiimidazole), Cl.FC(C1CCNCC1)(F)F (4-trifluoromethylpiperidine hydrochloride), C(C)(C)N(CC)C(C)C (diisopropylethylamine). Solvent: C(Cl)Cl (CH2Cl2). Conditions: time 1 hour. Yields the product ClC=1C=C(C=C(C1C[C@H]1C(N(CC1)N1CCCCC1)=O)Cl)C1=CC=C(C=C1)C(=O)N1CCC(CC1)C(F)(F)F ((R)-3-[3,5-Dichloro-4′-(4-trifluoromethyl-piperidine-1-carbonyl)-biphenyl-4-ylmethyl]-1-piperidin-1-yl-pyrrolidin-2-one). Isolated yield 55.8%. Reaction SMILES: [Cl:1][C:2]1[CH:3]=[C:4]([C:22]2[CH:27]=[CH:26][C:25]([C:28]([OH:30])=O)=[CH:24][CH:23]=2)[CH:5]=[C:6]([Cl:21])[C:7]=1[CH2:8][C@@H:9]1[CH2:13][CH2:12][N:11]([N:14]2[CH2:19][CH2:18][CH2:17][CH2:16][CH2:15]2)[C:10]1=[O:20].C(N1C=CN=C1)(N1C=CN=C1)=O.Cl.[F:44][C:45]([F:53])([F:52])[CH:46]1[CH2:51][CH2:50][NH:49][CH2:48][CH2:47]1.C(N(C(C)C)CC)(C)C>C(Cl)Cl>[Cl:1][C:2]1[CH:3]=[C:4]([C:22]2[CH:23]=[CH:24][C:25]([C:28]([N:49]3[CH2:50][CH2:51][CH:46]([C:45]([F:53])([F:52])[F:44])[CH2:47][CH2:48]3)=[O:30])=[CH:26][CH:27]=2)[CH:5]=[C:6]([Cl:21])[C:7]=1[CH2:8][C@@H:9]1[CH2:13][CH2:12][N:11]([N:14]2[CH2:15][CH2:16][CH2:17][CH2:18][CH2:19]2)[C:10]1=[O:20] |f:2.3|. Reported procedure: Treat a solution of (R)-3′,5′-dichloro-4′-(2-oxo-1-piperidin-1-yl-pyrrolidin-3-ylmethyl)-biphenyl-4-carboxylic acid (0.090 g, 0.2 mmol) in CH2Cl2 (10 mL) with 1,1′-carbonyldiimidazole (0.065 g, 0.4 mmol) and stir for 1 hour at room temperature. Treat the reaction with 4-trifluoromethylpiperidine hydrochloride (0.057 g, 0.3 mmol) and diisopropylethylamine (0.039 g, 0.3 mmol) and stir for 12 hours at room temperature. Purify on silica gel column with 25% to 75% ethyl acetate in hexanes to afford 0... Starting materials: CCc1nc2cnc3cc(OCc4ccccc4)ccc3c2n1CCCCNC(=O)OC(C)(C)C, ClC(Cl)Cl, [NH4+], [OH-], O=C(OO)c1cccc(Cl)c1, Cc1ccc(S(=O)(=O)Cl)cc1. The product is CCc1nc2c(N)nc3cc(OCc4ccccc4)ccc3c2n1CCCCNC(=O)OC(C)(C)C. RXN SMILES: [CH2:12]([c:13]1[cH:14][cH:15][cH:16][cH:17][cH:18]1)[O:19][c:20]1[cH:21][cH:22][c:23]2[c:24]3[c:25]([cH:26][n:27][c:28]2[cH:29]1)[n:30][c:31]([CH2:45][CH3:46])[n:32]3[CH2:33][CH2:34][CH2:35][CH2:36][NH:37][C:38]([O:39][C:40]([CH3:41])([CH3:42])[CH3:43])=[O:44].[CH:60]([Cl:61])([Cl:62])[Cl:63].[NH4+:47].[OH-:48].[OH:1][O:2][C:3]([c:4]1[cH:5][c:6]([Cl:7])[cH:8][cH:9][cH:10]1)=[O:11].[c:49]1([CH3:50])[cH:51][cH:52][c:53]([S:54]([Cl:55])(=[O:56])=[O:57])[cH:58][cH:59]1>>[CH2:12]([c:13]1[cH:14][cH:15][cH:16][cH:17][cH:18]1)[O:19][c:20]1[cH:21][cH:22][c:23]2[c:24]3[c:25]([c:26]([NH2:47])[n:27][c:28]2[cH:29]1)[n:30][c:31]([CH2:45][CH3:46])[n:32]3[CH2:33][CH2:34][CH2:35][CH2:36][NH:37][C:38]([O:39][C:40]([CH3:41])([CH3:42])[CH3:43])=[O:44].